Task: describe an organic reaction: reactants, conditions, products, and yield. Dataset: the Open Reaction Database (ORD), a public repository of structured organic reaction records Reactants: FC(CN)(F)F (2,2,2-trifluoroethylamine), Cl (hydrochloride), [OH-].[K+] (potassium hydroxide), [N+](=O)([O-])C=C(SC)S(=O)C (1-nitro-2-methylsulphinyl-2-methylthio ethylene), CC=1N=CNC1CSCCN (4-methyl-5-[(2-aminoethyl)thiomethyl]imidazole). Run in CO (methanol), O (water), CO (methanol), CO (methanol), CO (methanol). Conditions: time 24 hour. The product is [N+](=O)([O-])C=C(NCC(F)(F)F)NCCSCC1=C(N=CN1)C (1-Nitro-2-[2-((4-methyl-5-imidazolyl)methylthio)ethylamino]-2-(2,2,2-trifluoroethylamino)ethylene), hemi-ethanolate. Reaction SMILES: [F:1][C:2]([F:6])([F:5])[CH2:3][NH2:4].Cl.[OH-].[K+].[N+:10]([CH:13]=[C:14](S(C)=O)SC)([O-:12])=[O:11].[CH3:20][C:21]1[N:22]=[CH:23][NH:24][C:25]=1[CH2:26][S:27][CH2:28][CH2:29][NH2:30]>CO.O>[N+:10]([CH:13]=[C:14]([NH:30][CH2:29][CH2:28][S:27][CH2:26][C:25]1[NH:24][CH:23]=[N:22][C:21]=1[CH3:20])[NH:4][CH2:3][C:2]([F:6])([F:5])[F:1])([O-:12])=[O:11] |f:2.3|. Reported procedure: A solution of 2,2,2-trifluoroethylamine (4.0 g) from the hydrochloride and potassium hydroxide in methanol (45 ml) and water (5 ml) was added slowly to a suspension of 1-nitro-2-methylsulphinyl-2-methylthio ethylene (3.6 g) in methanol (150 ml) at 0°. The mixture was stirred at room temperature for 24 hours, concentrated and dissolved in chloroform. Filtration, redissolution in a small volume of chloroform and precipitation with hexane afforded an orange crystalline solid. This was dissolved in ... Reactants: CN1CCOCC1 (N-methylmorpholine), COC1CCC(CC1)C(=O)O (4-methoxycyclohexanecarboxylic acid), C(C(=O)Cl)(=O)Cl (oxalyl chloride), N-[3(R)-1-{3-(1-tert-butoxycarbonyl-4-piperidyl)propionyl}-3-piperidylcarbonyl]-2(S)-amino-β-alanine, [SiH3]CC(=O)N (monosilylacetamide). The solvent is ClCCl (dichloromethane), CN(C=O)C (N,N-dimethylformamide), C(C)#N (acetonitrile). Reaction conditions: temperature 45 celsius, time 20 minute. Yields the product COC1CCC(CC1)C(=O)Cl (4-methoxycyclohexanecarbonyl chloride), N-[3(R)-1-{3-(4-piperidyl)propionyl}-3-piperidylcarbonyl]-2(S)-(4-methoxycyclohexanecarbonyl)amino-β-alanine. Yield: 89.8%. As a reaction SMILES: [SiH3]CC(N)=O.CN1CCOCC1.[CH3:13][O:14][CH:15]1[CH2:20][CH2:19][CH:18]([C:21]([OH:23])=O)[CH2:17][CH2:16]1.C(Cl)(=O)C([Cl:27])=O>C(#N)C.ClCCl.CN(C)C=O>[CH3:13][O:14][CH:15]1[CH2:20][CH2:19][CH:18]([C:21]([Cl:27])=[O:23])[CH2:17][CH2:16]1. Procedure: To a solution of N-[3(R)-1-{3-(1-tert-butoxycarbonyl-4-piperidyl)propionyl}-3-piperidylcarbonyl]-2(S)-amino-β-alanine (250 mg, 0.55 mmol) in acetonitrile (8 mL) was added monosilylacetamide (1.0 g), then the mixture was stirred for 20 minutes at 45° C. After the mixture was allowed to cool to 0° C., N-methylmorpholine (73 mL, 0.66 mmol) and a solution of 4-methoxycyclohexanecarbonyl chloride (0.66 mmol) in dichloromethane (2 mL), which was prepared from 4-methoxycyclohexanecarboxylic acid, oxaly... The solvent is CC(=O)C.O (acetone H2O). The reagents and catalysts are CC(=O)[O-].CC(=O)[O-].[Pd+2] (Pd(OAc)2). The product is C(C1=CC=CC=C1)[C@@H]1N(C(OC1)=O)CC1=C(C=CC(=C1)C(F)(F)F)C1=C(C=CC(=C1)C(C)C)OC ((4S)-4-benzyl-3-{[5′-isopropyl-2′-methoxy-4-(trifluoromethyl)biphenyl-2-yl]methyl}-1,3-oxazolidin-2-one). RXN SMILES: [CH2:1]([C@H:8]1[CH2:12][O:11][C:10](=[O:13])[N:9]1[CH2:14][C:15]1[CH:20]=[C:19]([C:21]([F:24])([F:23])[F:22])[CH:18]=[CH:17][C:16]=1I)[C:2]1[CH:7]=[CH:6][CH:5]=[CH:4][CH:3]=1.[CH3:26][O:27][C:28]1[CH:33]=[CH:32][C:31]([CH:34]([CH3:36])[CH3:35])=[CH:30][C:29]=1B(O)O.C([O-])([O-])=O.[K+].[K+]>CC(C)=O.O.CC([O-])=O.CC([O-])=O.[Pd+2]>[CH2:1]([C@H:8]1[CH2:12][O:11][C:10](=[O:13])[N:9]1[CH2:14][C:15]1[CH:20]=[C:19]([C:21]([F:24])([F:23])[F:22])[CH:18]=[CH:17][C:16]=1[C:33]1[CH:32]=[C:31]([CH:34]([CH3:36])[CH3:35])[CH:30]=[CH:29][C:28]=1[O:27][CH3:26])[C:2]1[CH:7]=[CH:6][CH:5]=[CH:4][CH:3]=1 |f:2.3.4,5.6,7.8.9|. Starting materials: C(C1=CC=CC=C1)[C@@H]1N(C(OC1)=O)CC1=C(C=CC(=C1)C(F)(F)F)I ((4S)-4-benzyl-3-[2-iodo-5-(trifluoromethyl)benzyl]1,3-oxazolidin-2-one), COC1=C(C=C(C=C1)C(C)C)B(O)O (2-methoxy-5-isopropylphenyl boronic acid), C(=O)([O-])[O-].[K+].[K+] (K2CO3). Reported procedure: A stirred suspension of (4S)-4-benzyl-3-[2-iodo-5-(trifluoromethyl)benzyl]1,3-oxazolidin-2-one (63 mg, 0.137 mmol), 2-methoxy-5-isopropylphenyl boronic acid (52 mg, 0.274 mmol), K2CO3 (47 mg, 0.34 mmol) and Pd(OAc)2 (9.2 mg, 0.0137 mmol) in acetone:H2O (5:1) (6 mL) was heated at reflux for 1 h. The reaction mixture was concentrated in vacuo, diluted with H2O (15 mL) and extracted with EtOAC (3×30 mL). The combined organic extracts were washed with brine (30 mL), dried (MgSO4), filtered and conce...